From a dataset of the Open Reaction Database (ORD), a public repository of structured organic reaction records. describe an organic reaction: reactants, conditions, products, and yield Starting materials: COC(C[C@@H](COS(=O)(=O)C1=CC=C(C=C1)C)O)=O ((S)-3-hydroxy-4-[[(4-methylphenyl)sulfonyl]oxy]butanoic acid methyl ester), C(C)OC(C[C@@H](CI)O)=O ((S)-3-hydroxy-4-iodobutanoic acid ethyl ester), ( S ), C(C)OC(CC1OC1)=O (oxiraneacetic acid ethyl ester), C([C@@H](O)CC(=O)O)(=O)O ((S)-malic acid), alkali metal carbonate, COC(C[C@@H](COS(=O)(=O)C1=CC=C(C=C1)C)O)=O ((S)-3-hydroxy-4-[[(4-methylphenyl)sulfonyl]oxy]butanoic acid methyl ester), C(C#C)N (propargylamine). The solvent is alcohol. The product is O[C@H]1CC(N(C1)CC#C)=O ((S)-4-hydroxy-1-(2-propynyl)-2-pyrrolidinone). As a reaction SMILES: CO[C:3](=[O:19])[CH2:4][C@H:5]([OH:18])[CH2:6]OS(C1C=CC(C)=CC=1)(=O)=O.C(OC(=O)C[C@H](O)CI)C.C(OC(=O)CC1CO1)C.C(O)(=O)[C@H](CC(O)=O)O.[CH2:48]([NH2:51])[C:49]#[CH:50]>>[OH:18][C@@H:5]1[CH2:6][N:51]([CH2:48][C:49]#[CH:50])[C:3](=[O:19])[CH2:4]1. Procedure details: In accordance with Scheme I, (S)-3-hydroxy-4-[[(4-methylphenyl)sulfonyl]oxy]butanoic acid methyl ester 2, (S)-3-hydroxy-4-iodobutanoic acid ethyl ester 3 and (S)=oxiraneacetic acid ethyl ester 4 are prepared from (S)-malic acid 1 using previously described methods [S. Saito et. al. Chem. Lett. 1389, (1984) and M. Larcheveque et. al. Tetrahedron Lett. 1781, 28 (1987)]. The esters 2, 3 and 4 are individually reacted with propargylamine in an alcohol solvent at temperatures ranging from room temper... Starting materials: CS(=O)(=O)N1CC2OC2CC1 (rac-3-Methanesulfonyl-7-oxa-3-aza-bicyclo[4.1.0]heptane), [N-]=[N+]=[N-].[Na+] (sodium azide), O (water). Solvent: CN(C=O)C (dimethylformamide). Reaction conditions: temperature 80 celsius, time 6 hour. Yields the product N(=[N+]=[N-])C1C(CN(CC1)S(=O)(=O)C)O (rac-4-Azido-1-methanesulfonyl-piperidin-3-ol). RXN SMILES: [CH3:1][S:2]([N:5]1[CH2:11][CH2:10][CH:9]2[CH:7]([O:8]2)[CH2:6]1)(=[O:4])=[O:3].[N-:12]=[N+:13]=[N-:14].[Na+].O>CN(C)C=O>[N:12]([CH:9]1[CH2:10][CH2:11][N:5]([S:2]([CH3:1])(=[O:4])=[O:3])[CH2:6][CH:7]1[OH:8])=[N+:13]=[N-:14] |f:1.2|. Procedure details: To a stirred solution of rac-3-methanesulfonyl-7-oxa-3-aza-bicyclo[4.1.0]heptane (0.92 g, 5.19 mmol, Example 303) in dimethylformamide (20 mL), sodium azide (550 mg, 8.46 mmol) was added and the mixture was stirred at 80° C. for 6 hours. The mixture was cooled and poured into water and extracted with ethyl acetate (3×10 mL). The extracts were combined, washed with water, brine and dried with MgSO4. The solvent was removed to give the desired product as colorless oil. 304 mg, 30.4%. The compound ... Reactants: CCO, CC(C)C(Cl)=C(C#N)C#N, [NH4+], [OH-]. The product is CC(C)C(N)=C(C#N)C#N. RXN SMILES: [CH3:13][CH2:14][OH:15].[Cl:1][C:2](=[C:3]([C:4]#[N:5])[C:6]#[N:7])[CH:8]([CH3:9])[CH3:10].[NH4+:11].[OH-:12]>>[C:2](=[C:3]([C:4]#[N:5])[C:6]#[N:7])([CH:8]([CH3:9])[CH3:10])[NH2:11]. The reactants are [Al+3], CCOC(=O)C(C)(C)Oc1ccc(Cl)nc1, [H-], [H-], [H-], [H-], [Li+], C1CCOC1. Yields the product CC(C)(CO)Oc1ccc(Cl)nc1. RXN SMILES: [Al+3:18].[Cl:1][c:2]1[cH:3][cH:4][c:5]([O:8][C:9]([C:10](=[O:11])[O:12][CH2:13][CH3:14])([CH3:15])[CH3:16])[cH:6][n:7]1.[H-:17].[H-:20].[H-:21].[H-:22].[Li+:19].[O:23]1[CH2:24][CH2:25][CH2:26][CH2:27]1>>[Cl:1][c:2]1[cH:3][cH:4][c:5]([O:8][C:9]([CH2:10][OH:11])([CH3:15])[CH3:16])[cH:6][n:7]1. The reactants are C(C)(C)(C)OC(=O)N1[C@H](C(=O)O)CC(C1)=O (1-(tert-butoxycarbonyl)-4-oxoproline), ClC1=CC(=CC(=C1)N=C=O)Cl (1,3-dichloro-5-isocyanatobenzene), COC=1C=C(CN)C=CC1OC (3,4-dimethoxybenzylamine). Product: ClC=1C=C(C=C(C1)Cl)NC(=O)N1[C@@H](CC(C1)=O)C(=O)NCC1=CC(=C(C=C1)OC)OC ((2S)-N1-(3,5-dichlorophenyl)-N2-(3,4-dimethoxybenzyl)-4oxo-1,2-pyrrolidinedicarboxamide). As a reaction SMILES: C(O[C:6]([N:8]1[CH2:15][C:14](=[O:16])[CH2:13][C@H:9]1[C:10]([OH:12])=O)=[O:7])(C)(C)C.[Cl:17][C:18]1[CH:23]=[C:22]([N:24]=C=O)[CH:21]=[C:20]([Cl:27])[CH:19]=1.[CH3:28][O:29][C:30]1[CH:31]=[C:32]([CH:35]=[CH:36][C:37]=1[O:38][CH3:39])[CH2:33][NH2:34]>>[Cl:27][C:20]1[CH:21]=[C:22]([NH:24][C:6]([N:8]2[CH2:15][C:14](=[O:16])[CH2:13][C@H:9]2[C:10]([NH:34][CH2:33][C:32]2[CH:35]=[CH:36][C:37]([O:38][CH3:39])=[C:30]([O:29][CH3:28])[CH:31]=2)=[O:12])=[O:7])[CH:23]=[C:18]([Cl:17])[CH:19]=1. Procedure details: Following the general method as outlined in Example 22, starting from 1-(tert-butoxycarbonyl)-4-oxoproline, 1,3-dichloro-5-isocyanatobenzene, and 3,4-dimethoxybenzylamine the title compound was obtained in 48% purity by LC/MS. MS(ESI+): m/z=466.6. Reactants: C(C)OC=1C=C(C=CC1OC)[C@@H](CC(NO)=O)N1CC2=CC=CC(=C2C1=O)NC(=O)C1CC1 ((1R)-cyclopropanecarboxylic acid {2-[1-(3-ethoxy-4-methoxy-phenyl)-2-hydroxycarbamoyl-ethyl]-3-oxo-2,3-dihydro-1H-isoindol-4-yl}-amide), C(C(C)C)(=O)Cl (isobutyryl chloride). The solvent is C(C)#N (acetonitrile). Reaction conditions: time 24 hour. Yields the product C(C)OC=1C=C(C=CC1OC)[C@@H](CC(NOC(C(C)C)=O)=O)N1CC2=CC=CC(=C2C1=O)NC(=O)C1CC1 ((1R)-cyclopropanecarboxylic acid {2-[1-(3-ethoxy-4-methoxy-phenyl)-2-isobutyryloxycarbamoyl-ethyl]-3-oxo-2,3-dihydro-1H-isoindol-4-yl}-amide). Isolated yield 66.0%. As a reaction SMILES: [CH2:1]([O:3][C:4]1[CH:5]=[C:6]([C@H:12]([N:18]2[C:26](=[O:27])[C:25]3[C:20](=[CH:21][CH:22]=[CH:23][C:24]=3[NH:28][C:29]([CH:31]3[CH2:33][CH2:32]3)=[O:30])[CH2:19]2)[CH2:13][C:14](=[O:17])[NH:15][OH:16])[CH:7]=[CH:8][C:9]=1[O:10][CH3:11])[CH3:2].[C:34](Cl)(=[O:38])[CH:35]([CH3:37])[CH3:36]>C(#N)C>[CH2:1]([O:3][C:4]1[CH:5]=[C:6]([C@H:12]([N:18]2[C:26](=[O:27])[C:25]3[C:20](=[CH:21][CH:22]=[CH:23][C:24]=3[NH:28][C:29]([CH:31]3[CH2:33][CH2:32]3)=[O:30])[CH2:19]2)[CH2:13][C:14](=[O:17])[NH:15][O:16][C:34](=[O:38])[CH:35]([CH3:37])[CH3:36])[CH:7]=[CH:8][C:9]=1[O:10][CH3:11])[CH3:2]. Procedure details: To a solution of (1R)-cyclopropanecarboxylic acid {2-[1-(3-ethoxy-4-methoxy-phenyl)-2-hydroxycarbamoyl-ethyl]-3-oxo-2,3-dihydro-1H-isoindol-4-yl}-amide (500 mg, 1.1 mmol) in acetonitrile (5 mL) was added isobutyryl chloride (0.15 mL, 1.4 mmol) at room temperature and kept for 24 hrs. The solution was extracted with ethyl acetate (50 mL) and sodium hydrogen carbonate (50 mL, sat). The organic layer was dried over MgSO4. Filtration and removal of solvent gave (1R)-cyclopropanecarboxylic acid {2-[1... Starting materials: C1CCOC1, CO, [H][H], NC(=O)c1cccc([N+](=O)[O-])c1N. Product: NC(=O)c1cccc(N)c1N. As a reaction SMILES: [CH2:18]1[O:19][CH2:20][CH2:21][CH2:22]1.[CH3:14][OH:15].[H:16][H:17].[NH2:1][c:2]1[c:3]([C:4](=[O:5])[NH2:6])[cH:7][cH:8][cH:9][c:10]1[N+:11]([O-:12])=[O:13]>>[NH2:1][c:2]1[c:3]([C:4](=[O:5])[NH2:6])[cH:7][cH:8][cH:9][c:10]1[NH2:11]. Reaction SMILES: [C:1]([C:5]1[CH:6]=[C:7]([CH:10]=[C:11]([C:14]([CH3:17])([CH3:16])[CH3:15])[C:12]=1[OH:13])[CH:8]=O)([CH3:4])([CH3:3])[CH3:2].[NH:18]1[CH2:24][C:22](=[O:23])[NH:21][C:19]1=[O:20].C(O)(=O)C>O>[CH3:16][C:14]([C:11]1[CH:10]=[C:7]([CH:8]=[C:24]2[NH:18][C:19](=[O:20])[NH:21][C:22]2=[O:23])[CH:6]=[C:5]([C:1]([CH3:3])([CH3:2])[CH3:4])[C:12]=1[OH:13])([CH3:15])[CH3:17]. Reported procedure: A mixture of 3,5-di-t-butyl-4-hydroxybenzaldehyde (7.0 g, 30 mmoles), hydantoin (3.0 g, 30 mmoles), μ-alanine (1.4 g, 16 mmoles), and acetic acid (40 ml) is stirred under an inert atmosphere and heated to reflux. After 48 hours the mixture is stirred into water (300 ml), and the precipitate is filtered off, rinsed with water three times, and dried. Recrystallization from acetonitrile gave the pure product (4.8 g), mp 251°-252° C. Yields the product CC(C)(C)C=1C=C(C=C(C1O)C(C)(C)C)C=C1C(NC(N1)=O)=O (5-[[3,5-Bis(1,1-dimethylethyl)-4-hydroxyphenyl]methylene]2,4-imidazolidinedione). Isolated yield 50.6%. Starting materials: C(C)(C)(C)C=1C=C(C=O)C=C(C1O)C(C)(C)C (3,5-di-t-butyl-4-hydroxybenzaldehyde), N1C(=O)NC(=O)C1 (hydantoin), μ-alanine, C(C)(=O)O (acetic acid). Solvent: O (water). Starting materials: FC1=C(C=CC(=C1)F)N1NC=2[C@@]3(CC[C@H](C2C1=O)C3(C)C)C ((4S,7R)-2-(2,4-difluoro-phenyl)-7,8,8-trimethyl-1,2,4,5,6,7-hexahydro-4,7-methano-indazol-3-one), FC1=C(C=CC(=C1)F)N1NC=2[C@@]3(CC[C@H](C2C1=O)C3(C)C)C ((4S,7R)-2-(2,4-difluoro-phenyl)-7,8,8-trimethyl-1,2,4,5,6,7-hexahydro-4,7-methano-indazol-3-one), FC(C1=CC=C(CBr)C=C1)(F)F (4-(trifluoromethyl)benzyl bromide), ClCCl (Dichloromethane), O (water). The reagents and catalysts are [I-].C(CCC)[N+](CCCC)(CCCC)CCCC (tetrabutylammonium iodide). Solvent: CN(C=O)C (dimethylformamide), [Cl-].[Na+].O (brine). Conditions: temperature 100 celsius. Yields the product FC1=C(C=CC(=C1)F)N1N(C=2[C@@]3(CC[C@H](C2C1=O)C3(C)C)C)CC3=CC=C(C=C3)C(F)(F)F ((4S,7R)-2-(2,4-difluoro-phenyl)-7,8,8-trimethyl-1-(4-trifluoromethyl-benzyl)-1,2,4,5,6,7-hexahydro-4,7-methano-indazol-3-one). The yield is 38.0%. Reaction SMILES: [F:1][C:2]1[CH:7]=[C:6]([F:8])[CH:5]=[CH:4][C:3]=1[N:9]1[C:17](=[O:18])[C:16]2[C@@H:15]3[C:19]([CH3:21])([CH3:20])[C@@:12]([CH3:22])([CH2:13][CH2:14]3)[C:11]=2[NH:10]1.[F:23][C:24]([F:34])([F:33])[C:25]1[CH:32]=[CH:31][C:28]([CH2:29]Br)=[CH:27][CH:26]=1.ClCCl.O>[I-].C([N+](CCCC)(CCCC)CCCC)CCC.CN(C)C=O.[Cl-].[Na+].O>[F:1][C:2]1[CH:7]=[C:6]([F:8])[CH:5]=[CH:4][C:3]=1[N:9]1[C:17](=[O:18])[C:16]2[C@@H:15]3[C:19]([CH3:21])([CH3:20])[C@@:12]([CH3:22])([CH2:13][CH2:14]3)[C:11]=2[N:10]1[CH2:29][C:28]1[CH:27]=[CH:26][C:25]([C:24]([F:23])([F:33])[F:34])=[CH:32][CH:31]=1 |f:4.5,7.8.9|. Procedure: A mixture of (4S,7R)-2-(2,4-difluoro-phenyl)-7,8,8-trimethyl-1,2,4,5,6,7-hexahydro-4,7-methano-indazol-3-one (Intermediate 14; 100 mg, 0.33 mmol), tetrabutylammonium iodide (85 mg, 0.23 mmol) and 4-(trifluoromethyl)benzyl bromide (315 mg, 1.3 mmol) in dimethylformamide (2 mL) was heated at 100° C. overnight. Dichloromethane (50 mL) and a mixture of water (13 mL) and brine (6 mL) were added. The organic layer was washed with 10% aqueous sodium thiosulfate (20 mL), and brine (20 mL). The solution ...